This data is from the Open Reaction Database (ORD), a public repository of structured organic reaction records. The task is: describe an organic reaction: reactants, conditions, products, and yield Reactants: O=C(O)C=CC(=O)O, C[O-], CO, NC(=NCC(F)(F)F)Nc1ccnc(SCCCS)n1, NC(=O)CI, [Na+]. The product is NC(=O)CSCCCSc1nccc(NC(N)=NCC(F)(F)F)n1. As a reaction SMILES: [C:1]([OH:2])(=[O:3])[CH:4]=[CH:5][C:6]([OH:7])=[O:8].[CH3:29][O-:30].[CH3:37][OH:38].[F:9][C:10]([CH2:11][N:12]=[C:13]([NH:14][c:15]1[n:16][c:17]([S:21][CH2:22][CH2:23][CH2:24][SH:25])[n:18][cH:19][cH:20]1)[NH2:26])([F:27])[F:28].[I:32][CH2:33][C:34](=[O:35])[NH2:36].[Na+:31]>>[F:9][C:10]([CH2:11][N:12]=[C:13]([NH:14][c:15]1[n:16][c:17]([S:21][CH2:22][CH2:23][CH2:24][S:25][CH2:33][C:34](=[O:35])[NH2:36])[n:18][cH:19][cH:20]1)[NH2:26])([F:27])[F:28]. The reactants are C(C=C)C=1CC(CC1)O ((RS)-3-(2-propenyl)-3-cyclopenten-1-ol), N1=CC=CC=C1 (pyridine), CC1([C@@H]([C@H]1C=C(Cl)Cl)C(=O)Cl)C ((1R)-trans-2,2-dimethyl-3-(2,2-dichlorovinyl)cyclopropanecarbonyl chloride). The reagents and catalysts are C(C)(C)(C)C1=C(C(=CC(=C1)C)C(C)(C)C)O (2,6-di-tert-butyl-4-methylphenol). The solvent is C1(=CC=CC=C1)C (toluene). The product is CC1([C@@H]([C@H]1C=C(Cl)Cl)C(=O)OC1CC(=CC1)CC=C)C ((RS)-3-(2-propenyl)-3-cyclopenten-1-yl (1R)-trans-2,2-dimethyl-3-(2,2-dichlorovinyl)cyclopropanecarboxylate). Isolated yield 57.8%. Reaction SMILES: [CH2:1]([C:4]1[CH2:5][CH:6]([OH:9])[CH2:7][CH:8]=1)[CH:2]=[CH2:3].N1C=CC=CC=1.[CH3:16][C:17]1([CH3:27])[C@H:19]([CH:20]=[C:21]([Cl:23])[Cl:22])[C@H:18]1[C:24](Cl)=[O:25]>C(C1C=C(C)C=C(C(C)(C)C)C=1O)(C)(C)C.C1(C)C=CC=CC=1>[CH3:16][C:17]1([CH3:27])[C@H:19]([CH:20]=[C:21]([Cl:22])[Cl:23])[C@H:18]1[C:24]([O:9][CH:6]1[CH2:7][CH:8]=[C:4]([CH2:1][CH:2]=[CH2:3])[CH2:5]1)=[O:25]. Procedure: To a mixture of (RS)-3-(2-propenyl)-3-cyclopenten-1-ol (100 mg), 2,6-di-tert-butyl-4-methylphenol (5 mg), pyridine (82 mg) and toluene (5 ml), (1R)-trans-2,2-dimethyl-3-(2,2-dichlorovinyl)cyclopropanecarbonyl chloride (181 mg) was added under ice-cooling. The resulting reaction mixture was further allowed to react for 8 hours at room temperature. Then the reaction mixture was subjected to the same post-treatment as in Example 1 to afford 145 mg of (RS)-3-(2-propenyl)-3-cyclopenten-1-yl (1R)-tran... Reactants: BrCc1ccccc1Br, CN(C)C=O, COc1ccc2[nH]ccc2n1, [H-], [Na+]. Yields the product COc1ccc2c(ccn2Cc2ccccc2Br)n1. As a reaction SMILES: [Br:14][c:15]1[c:16]([CH2:17][Br:18])[cH:19][cH:20][cH:21][cH:22]1.[CH3:23][N:24]([CH3:25])[CH:26]=[O:27].[CH3:3][O:4][c:5]1[cH:6][cH:7][c:8]2[c:9]([n:10]1)[cH:11][cH:12][nH:13]2.[H-:1].[Na+:2]>>[CH3:3][O:4][c:5]1[cH:6][cH:7][c:8]2[c:9]([n:10]1)[cH:11][cH:12][n:13]2[CH2:17][c:16]1[c:15]([Br:14])[cH:22][cH:21][cH:20][cH:19]1. Reactants: ClC1=C(C=NC=C1C#N)F (4-Chloro-5-fluoro-nicotinonitrile), resultant mixture, CN (methylamine). Run at temperature 80 celsius, time 30 minute. Product: FC=1C=NC=C(C#N)C1NC (5-Fluoro-4-methylamino-nicotinonitrile). Yield: 70.0%. As a reaction SMILES: Cl[C:2]1[C:7]([C:8]#[N:9])=[CH:6][N:5]=[CH:4][C:3]=1[F:10].[CH3:11][NH2:12]>>[F:10][C:3]1[CH:4]=[N:5][CH:6]=[C:7]([C:2]=1[NH:12][CH3:11])[C:8]#[N:9]. Procedure details: 4-Chloro-5-fluoro-nicotinonitrile (3.5 g, 22.4 mmol) was suspended in 41% aqueous methylamine solution (35 mL). The resultant mixture was heated, with stirring, at 80° C. for 30 minutes. The mixture was cooled to room temperature and extracted with ethyl acetate. The organic layer was dried (Na2SO4) and concentrated in vacuo and the resultant residue triturated in diethyl ether to provide the title compound (2.35 g, 70%) as a white solid. 1H NMR (CDCl3) 8.29 (1H, s), 8.18 (1H, d, J=4.0 Hz), 5.04... Reactants: 26C, C1(=CC=CC=C1)C(N1C(C(C2=CC=CC=C12)C1=CC2=C(CCO2)C=C1O)=O)C1=CC=CC=C1 (1-(diphenylmethyl)-3-(5-hydroxy-2,3-dihydro-1-benzofuran-6-yl)-1,3-dihydro-2H-indol-2-one), FC=1C=CC=C2C(C(N(C12)CC=1OC(=CC1)C(F)(F)F)=O)C1=CC2=C(OCO2)C=C1O (7-fluoro-3-(6-hydroxy-1,3-benzodioxol-5-yl)-1-{[5-(trifluoromethyl)-2-furyl]methyl}-1,3-dihydro-2H-indol-2-one). The product is FC=1C=CC=C2C(C(N(C12)CC=1OC(=CC1)C(F)(F)F)=O)(CO)C1=CC2=C(OCO2)C=C1O (7-fluoro-3-(6-hydroxy-1,3-benzodioxol-5-yl)-3-(hydroxymethyl)-1-{[5-(trifluoromethyl)-2-furyl]methyl}-1,3-dihydro-2H-indol-2-one). Reaction SMILES: C1(C(C2C=CC=CC=2)N2C3C(=CC=CC=3)C(C3C(O)=CC4C[CH2:22][O:23]C=4C=3)C2=O)C=CC=CC=1.[F:34][C:35]1[CH:36]=[CH:37][CH:38]=[C:39]2[C:43]=1[N:42]([CH2:44][C:45]1[O:46][C:47]([C:50]([F:53])([F:52])[F:51])=[CH:48][CH:49]=1)[C:41](=[O:54])[CH:40]2[C:55]1[C:63]([OH:64])=[CH:62][C:58]2[O:59][CH2:60][O:61][C:57]=2[CH:56]=1>>[F:34][C:35]1[CH:36]=[CH:37][CH:38]=[C:39]2[C:43]=1[N:42]([CH2:44][C:45]1[O:46][C:47]([C:50]([F:53])([F:51])[F:52])=[CH:48][CH:49]=1)[C:41](=[O:54])[C:40]2([C:55]1[C:63]([OH:64])=[CH:62][C:58]2[O:59][CH2:60][O:61][C:57]=2[CH:56]=1)[CH2:22][OH:23]. Reported procedure: Following the procedure as described in PREPARATION 26C, and making non-critical variations to replace 1-(diphenylmethyl)-3-(5-hydroxy-2,3-dihydro-1-benzofuran-6-yl)-1,3-dihydro-2H-indol-2-one with 7-fluoro-3-(6-hydroxy-1,3-benzodioxol-5-yl)-1-{[5-(trifluoromethyl)-2-furyl]methyl}-1,3-dihydro-2H-indol-2-one, the title compound was obtained (67%): MS (ES+) m/z 488.4 (M+23). Reactants: [Al+3], CC(=O)Cl, CC(C)O, [Cl-], [Cl-], [Cl-], N#Cc1cc[nH]c1-c1ccc(Cl)cc1Cl, ClCCl, Cl. Product: CC(=O)c1cc(C#N)c(-c2ccc(Cl)cc2Cl)[nH]1. Reaction SMILES: [Al+3:23].[CH3:16][C:17]([Cl:18])=[O:19].[CH:28]([OH:29])([CH3:30])[CH3:31].[Cl-:20].[Cl-:21].[Cl-:22].[Cl:1][c:2]1[c:3](-[c:9]2[nH:10][cH:11][cH:12][c:13]2[C:14]#[N:15])[cH:4][cH:5][c:6]([Cl:8])[cH:7]1.[Cl:25][CH2:26][Cl:27].[ClH:24]>>[Cl:1][c:2]1[c:3](-[c:9]2[nH:10][c:11]([C:17]([CH3:16])=[O:19])[cH:12][c:13]2[C:14]#[N:15])[cH:4][cH:5][c:6]([Cl:8])[cH:7]1. Starting materials: BrC1=NN(C2=NC(=NC=C21)N)C (3-Bromo-1-methyl-1H-pyrazolo[3,4-d]pyrimidin-6-ylamine), FC=1C=C(C=CC1OC)B(O)O (3-fluoro-4-methoxyphenylboronic acid), C(C1=CC=CC=C1)NC1=C2C(=NC(=N1)N)N(N=C2Br)C (N*4*-Benzyl-3-bromo-1-methyl-1H-pyrazolo[3,4-d]pyrimidine-4,6-diamine), C(C1=CC=CC=C1)NC1=C2C(=NC(=N1)N)N(N=C2Br)C (N*4*-Benzyl-3-bromo-1-methyl-1H-pyrazolo[3,4-d]pyrimidine-4,6-diamine). Product: C(C1=CC=CC=C1)NC1=C2C(=NC(=N1)N)N(N=C2C2=CC(=C(C=C2)OC)F)C (N*4*-Benzyl-3-(3-fluoro-4-methoxy-phenyl)-1-methyl-1H-pyrazolo[3,4-d]pyrimidine-4,6-diamine). Reaction SMILES: BrC1C2C(=NC(N)=NC=2)N(C)N=1.[CH2:13]([NH:20][C:21]1[N:26]=[C:25]([NH2:27])[N:24]=[C:23]2[N:28]([CH3:32])[N:29]=[C:30](Br)[C:22]=12)[C:14]1[CH:19]=[CH:18][CH:17]=[CH:16][CH:15]=1.[F:33][C:34]1[CH:35]=[C:36](B(O)O)[CH:37]=[CH:38][C:39]=1[O:40][CH3:41]>>[CH2:13]([NH:20][C:21]1[N:26]=[C:25]([NH2:27])[N:24]=[C:23]2[N:28]([CH3:32])[N:29]=[C:30]([C:36]3[CH:37]=[CH:38][C:39]([O:40][CH3:41])=[C:34]([F:33])[CH:35]=3)[C:22]=12)[C:14]1[CH:19]=[CH:18][CH:17]=[CH:16][CH:15]=1. Reported procedure: This compound is prepared analogously to Example 88 by replacing 3-Bromo-1-methyl-1H-pyrazolo[3,4-d]pyrimidin-6-ylamine (Intermediate 3) with N*4*-Benzyl-3-bromo-1-methyl-1H-pyrazolo[3,4-d]pyrimidine-4,6-diamine (Intermediate 15) and by replacing 2-methoxy-5-trifluoromethylphenylboronic acid with 3-fluoro-4-methoxyphenylboronic acid to afford the title compound. The reactants are CC(=O)CC(=O)OCCC(C)C, CC(=O)O, COc1cc(C=O)cc(C(C)C)c1O, C1CCNCC1, c1ccccc1. The product is COc1cc(C=C(C(C)=O)C(=O)OCCC(C)C)cc(C(C)C)c1O. As a reaction SMILES: [C:15]([CH2:16][C:17](=[O:18])[CH3:19])(=[O:20])[O:21][CH2:22][CH2:23][CH:24]([CH3:25])[CH3:26].[C:27]([OH:28])(=[O:29])[CH3:30].[CH3:1][O:2][c:3]1[cH:4][c:5]([CH:6]=[O:7])[cH:8][c:9]([CH:12]([CH3:13])[CH3:14])[c:10]1[OH:11].[NH:31]1[CH2:32][CH2:33][CH2:34][CH2:35][CH2:36]1.[cH:37]1[cH:38][cH:39][cH:40][cH:41][cH:42]1>>[CH3:1][O:2][c:3]1[cH:4][c:5]([CH:6]=[C:16]([C:15](=[O:20])[O:21][CH2:22][CH2:23][CH:24]([CH3:25])[CH3:26])[C:17](=[O:18])[CH3:19])[cH:8][c:9]([CH:12]([CH3:13])[CH3:14])[c:10]1[OH:11]. Starting materials: ClN1C(CCC1=O)=O (N-chloro-succinimide), O=C1NC2=CC=C(C=C2CC1)C=1C=C(C=NC1)CNS(=O)(=O)CC (ethanesulfonic acid [5-(2-oxo-1,2,3,4-tetrahydro-quinolin-6-yl)-pyridin-3-ylmethyl]-amide), O (water). Solvent: CCOC(=O)C (EtOAc), CN(C)C=O (DMF). Reported procedure: To a solution of ethanesulfonic acid [5-(2-oxo-1,2,3,4-tetrahydro-quinolin-6-yl)-pyridin-3-ylmethyl]-amide (example 55, 0.681 g, 0.197 mmol) in DMF (1 mL) heated to 65° C. was added N-chloro-succinimide (0.034 g, 0.256 mmol) and the reaction mixture was stirred at this temperature over night. The mixture was diluted with EtOAc, poured into water (5 mL) and extracted with EtOAc (2×10 mL). The combined organics were washed with brine, dried over Na2SO4, filtered and evaporated. The residue was pur... RXN SMILES: [O:1]=[C:2]1[CH2:11][CH2:10][C:9]2[C:4](=[CH:5][CH:6]=[C:7]([C:12]3[CH:13]=[C:14]([CH2:18][NH:19][S:20]([CH2:23][CH3:24])(=[O:22])=[O:21])[CH:15]=[N:16][CH:17]=3)[CH:8]=2)[NH:3]1.[Cl:25]N1C(=O)CCC1=O.O>CN(C=O)C.CCOC(C)=O>[Cl:25][C:5]1[CH:6]=[C:7]([C:12]2[CH:13]=[C:14]([CH2:18][NH:19][S:20]([CH2:23][CH3:24])(=[O:22])=[O:21])[CH:15]=[N:16][CH:17]=2)[CH:8]=[C:9]2[C:4]=1[NH:3][C:2](=[O:1])[CH2:11][CH2:10]2. Yield: 33.4%. Yields the product ClC=1C=C(C=C2CCC(NC12)=O)C=1C=C(C=NC1)CNS(=O)(=O)CC (Ethanesulfonic acid [5-(8-chloro-2-oxo-1,2,3,4-tetrahydro-quinolin-6-yl)-pyridin-3-ylmethyl]-amide). Reactants: [O-]CC.[Na+] (sodium ethoxide), OC=1C=C(C=CC1)CC(=O)OCC (ethyl 3-hydroxyphenylacetate), BrCC=1C=CC2=C(C(=C(O2)[N+](=O)[O-])C2=CC=CC=C2)C1 (5-bromomethyl-2-nitro-3-phenylbenzofuran). Solvent: C(C)O (ethanol). The product is [N+](=O)([O-])C=1OC2=C(C1C1=CC=CC=C1)C=C(C=C2)COC=2C=C(C=CC2)CC(=O)OCC (ethyl 3[(2-nitro-3-phenylbenzofuran-5-yl)methoxy]phenylacetate). Reaction SMILES: [O-]CC.[Na+].[OH:5][C:6]1[CH:7]=[C:8]([CH2:12][C:13]([O:15][CH2:16][CH3:17])=[O:14])[CH:9]=[CH:10][CH:11]=1.Br[CH2:19][C:20]1[CH:21]=[CH:22][C:23]2[O:27][C:26]([N+:28]([O-:30])=[O:29])=[C:25]([C:31]3[CH:36]=[CH:35][CH:34]=[CH:33][CH:32]=3)[C:24]=2[CH:37]=1>C(O)C>[N+:28]([C:26]1[O:27][C:23]2[CH:22]=[CH:21][C:20]([CH2:19][O:5][C:6]3[CH:7]=[C:8]([CH2:12][C:13]([O:15][CH2:16][CH3:17])=[O:14])[CH:9]=[CH:10][CH:11]=3)=[CH:37][C:24]=2[C:25]=1[C:31]1[CH:36]=[CH:35][CH:34]=[CH:33][CH:32]=1)([O-:30])=[O:29] |f:0.1|. Procedure details: To a solution of 0.0066 ml. of sodium ethoxide in 50 ml. of ethanol is added 1.2 g. (0.0066 mole) of ethyl 3-hydroxyphenylacetate. The mixture is heated at its reflux temperature for three hours, then 2 g. (0.006 mole) of 5-bromomethyl-2-nitro-3-phenylbenzofuran is added. The mixture is heated at its reflux temperature for 16 hours. On cooling of the reaction mixture a yellow precipitate is obtained which is separated by filtration. Recrystallization from a mixture of hexane and benzene provides...